The task is: describe an organic reaction: reactants, conditions, products, and yield. This data is from the Open Reaction Database (ORD), a public repository of structured organic reaction records. Product: CC1S[C@H]2N(C(=C1)C(=O)O)C(C2NC(CC(C=2SC=CC2)N)=O)=O (2-methyl-7-[3-amino-3-(2-thienyl)propionamido]-3-cephem-4-carboxylic acid). Starting materials: CC1S[C@H]2N(C(=C1)C(=O)O)C(C2NC(CC(C=2SC=CC2)NC(=O)OC(C)(C)C)=O)=O (2-methyl-7-[3-(tert.-butoxycarbonylamino)-3-(2-thienyl)propionamido]-3-cephem-4-carboxylic acid). Procedure details: A solution of 2-methyl-7-[3-(tert.-butoxycarbonylamino)-3-(2-thienyl)propionamido]-3-cephem-4-carboxylic acid (310 mg) in formic acid (1.5 ml) was stirred for 4 hours at room temperature. After the reaction was completed, the solvent was distilled off from the reaction mixture, and the residue was pulverized by treating with ethyl acetate. Thus obtained yellow powder was suspended in a mixture of acetonitrile (10 ml) and water (3 ml), and the suspension was stirred for 1 hour. The precipitate wa... Reaction SMILES: [CH3:1][CH:2]1[CH:7]=[C:6]([C:8]([OH:10])=[O:9])[N:5]2[C:11](=[O:31])[CH:12]([NH:13][C:14](=[O:30])[CH2:15][CH:16]([NH:22]C(OC(C)(C)C)=O)[C:17]3[S:18][CH:19]=[CH:20][CH:21]=3)[C@H:4]2[S:3]1>C(O)=O>[CH3:1][CH:2]1[CH:7]=[C:6]([C:8]([OH:10])=[O:9])[N:5]2[C:11](=[O:31])[CH:12]([NH:13][C:14](=[O:30])[CH2:15][CH:16]([NH2:22])[C:17]3[S:18][CH:19]=[CH:20][CH:21]=3)[C@H:4]2[S:3]1. Isolated yield 73.9%. Reaction conditions: time 1 hour. Run in C(=O)O (formic acid). Starting materials: COCCCN (3-methoxy-n-propylamine), ClC1(SC=C(N1)Cl)S(=O)(=O)Cl (2,4-dichlorothiazole-sulphonyl chloride). Solvent: C1CCOC1 (THF). Run at time 30 minute. The product is COCCCN(S(=O)(=O)C=1SC=C(N1)Cl)NCCCOC (N-(3-methoxy-n-propyl)-2-N-(3-methoxy-n-propylamino)-4-chlorothiazole-sulphonamide). Yield: 39.0%. Reaction SMILES: [CH3:1][O:2][CH2:3][CH2:4][CH2:5][NH2:6].Cl[C:8]1([S:14](Cl)(=[O:16])=[O:15])[NH:12][C:11]([Cl:13])=[CH:10][S:9]1>C1COCC1>[CH3:1][O:2][CH2:3][CH2:4][CH2:5][N:6]([NH:6][CH2:5][CH2:4][CH2:3][O:2][CH3:1])[S:14]([C:8]1[S:9][CH:10]=[C:11]([Cl:13])[N:12]=1)(=[O:16])=[O:15]. Reported procedure: 40 g of 3-methoxy-n-propylamine were added dropwise at room temperature to a solution of 25.25 g (0 1 mol) of 2,4-dichlorothiazole-sulphonyl chloride from Example 1 in 600 ml of THF, and the mixture was subsequently stirred for 30 minutes at room temperature. After concentrating under a waterpump vacuum, the mixture was stirred with 400 ml of water, the aqueous phase was extracted twice using methylene chloride, and the combined organic phases were dried over magnesium sulphate. After removing t... The reactants are CCCCCNc1ccc(C(=O)OC)cc1, C1CCOC1, O=C(OC(Cl)(Cl)Cl)OC(Cl)(Cl)Cl. The product is CCCCCN(C(=O)Cl)c1ccc(C(=O)OC)cc1. As a reaction SMILES: [CH2:1]([CH2:2][CH2:3][CH2:4][CH3:5])[NH:6][c:7]1[cH:8][cH:9][c:10]([C:11](=[O:12])[O:13][CH3:14])[cH:15][cH:16]1.[CH2:29]1[O:30][CH2:31][CH2:32][CH2:33]1.[Cl:17][C:18]([Cl:19])([O:20][C:21](=[O:22])[O:23][C:24]([Cl:25])([Cl:26])[Cl:27])[Cl:28]>>[CH2:1]([CH2:2][CH2:3][CH2:4][CH3:5])[N:6]([c:7]1[cH:8][cH:9][c:10]([C:11](=[O:12])[O:13][CH3:14])[cH:15][cH:16]1)[C:18]([Cl:17])=[O:20].